From a dataset of the Open Reaction Database (ORD), a public repository of structured organic reaction records. describe an organic reaction: reactants, conditions, products, and yield Starting materials: C(N)(=O)C(C1=CC=CC=C1)(C1=CC=CC=C1)C1CNCC1 (3-(R,S)-(1-carbamoyl-1,1-diphenylmethyl)pyrrolidine), C1OC=2C=C(CCBr)C=CC2O1 (3,4-methylenedioxyphenethyl bromide), C([O-])([O-])=O.[K+].[K+] (potassium carbonate), C(C)#N (acetonitrile). Run in O (water). Yields the product C(N)(=O)C(C1=CC=CC=C1)(C1=CC=CC=C1)C1CN(CC1)CCC1=CC2=C(C=C1)OCO2 (3-(R,S)-(1-carbamoyl-1,1-diphenylmethyl)-1-[2-(3,4-methylenedioxyphenyl)ethyl]pyrrolidine). Reaction SMILES: [C:1]([C:4]([CH:17]1[CH2:21][CH2:20][NH:19][CH2:18]1)([C:11]1[CH:16]=[CH:15][CH:14]=[CH:13][CH:12]=1)[C:5]1[CH:10]=[CH:9][CH:8]=[CH:7][CH:6]=1)(=[O:3])[NH2:2].[CH2:22]1[O:33][C:32]2[CH:31]=[CH:30][C:26]([CH2:27][CH2:28]Br)=[CH:25][C:24]=2[O:23]1.C(=O)([O-])[O-].[K+].[K+].C(#N)C>O>[C:1]([C:4]([CH:17]1[CH2:21][CH2:20][N:19]([CH2:28][CH2:27][C:26]2[CH:30]=[CH:31][C:32]3[O:33][CH2:22][O:23][C:24]=3[CH:25]=2)[CH2:18]1)([C:11]1[CH:12]=[CH:13][CH:14]=[CH:15][CH:16]=1)[C:5]1[CH:10]=[CH:9][CH:8]=[CH:7][CH:6]=1)(=[O:3])[NH2:2] |f:2.3.4|. Procedure: A mixture containing 3-(R,S)-(1-carbamoyl-1,1-diphenylmethyl)pyrrolidine (0.3 g -see Preparation 8), 3,4-methylenedioxyphenethyl bromide (0.247 g -see Preparation 16), anhydrous potassium carbonate (0.4 g) and acetonitrile (10 ml) was heated under reflux for 3 hours. The mixture was allowed to cool to room temperature, water (6 ml) was added and the mixture was extracted with dichloromethane (3×50 ml). The combined dichloromethane extracts were dried (MgSO4) and concentrated in vacuo to give a c... The reactants are O=Cc1sccc1Br, CC(C)(C)OC(=O)C(N)Cc1ccccc1, [BH3-]C#N, O=C([O-])O, CCO, CC(=O)O, [Na+], [Na+]. The product is CC(C)(C)OC(=O)C(Cc1ccccc1)NCc1sccc1Br. As a reaction SMILES: [Br:17][c:18]1[c:19]([CH:23]=[O:24])[s:20][cH:21][cH:22]1.[C:1]([CH3:2])([CH3:3])([CH3:4])[O:5][C:6]([CH:7]([CH2:8][c:9]1[cH:10][cH:11][cH:12][cH:13][cH:14]1)[NH2:15])=[O:16].[C:25]([BH3-:26])#[N:27].[C:29](=[O:30])([OH:31])[O-:32].[CH3:34][CH2:35][OH:36].[CH3:37][C:38](=[O:39])[OH:40].[Na+:28].[Na+:33]>>[C:1]([CH3:2])([CH3:3])([CH3:4])[O:5][C:6]([CH:7]([CH2:8][c:9]1[cH:10][cH:11][cH:12][cH:13][cH:14]1)[NH:15][CH2:23][c:19]1[c:18]([Br:17])[cH:22][cH:21][s:20]1)=[O:16]. Reactants: [Br-], COC(=O)CBr, CCOC(=O)C(CCc1ccccc1)NC1COc2ccccc2NC1=O, CCCC[N+](CCCC)(CCCC)CCCC, [K+], C1CCOC1, [OH-]. The product is CCOC(=O)C(CCc1ccccc1)NC1COc2ccccc2N(CC(=O)OC)C1=O. RXN SMILES: [Br-:36].[Br:30][CH2:31][C:32](=[O:33])[O:34][CH3:35].[C:1](=[O:2])([O:3][CH2:4][CH3:5])[CH:6]([CH2:7][CH2:8][c:9]1[cH:10][cH:11][cH:12][cH:13][cH:14]1)[NH:15][CH:16]1[CH2:17][O:18][c:19]2[c:20]([cH:24][cH:25][cH:26][cH:27]2)[NH:21][C:22]1=[O:23].[CH3:37][CH2:38][CH2:39][CH2:40][N+:41]([CH2:42][CH2:43][CH2:44][CH3:45])([CH2:46][CH2:47][CH2:48][CH3:49])[CH2:50][CH2:51][CH2:52][CH3:53].[K+:29].[O:54]1[CH2:55][CH2:56][CH2:57][CH2:58]1.[OH-:28]>>[C:1](=[O:2])([O:3][CH2:4][CH3:5])[CH:6]([CH2:7][CH2:8][c:9]1[cH:10][cH:11][cH:12][cH:13][cH:14]1)[NH:15][CH:16]1[CH2:17][O:18][c:19]2[c:20]([cH:24][cH:25][cH:26][cH:27]2)[N:21]([CH2:31][C:32](=[O:33])[O:34][CH3:35])[C:22]1=[O:23]. Reactants: [OH-].[Na+] (sodium hydroxide), N[C@@H](CO)C(=O)O (L-Serine), ClC(=O)OCC1=CC=CC=C1 (Benzyl chloroformate), [OH-].[Na+] (sodium hydroxide). Solvent: O (water). Run at temperature 25 celsius, time 2 hour. Product: C(=O)(OCC1=CC=CC=C1)N[C@@H](CO)C(=O)O (carbobenzyloxy-L-serine). RXN SMILES: [NH2:1][C@H:2]([C:5]([OH:7])=[O:6])[CH2:3][OH:4].[OH-].[Na+].Cl[C:11]([O:13][CH2:14][C:15]1[CH:20]=[CH:19][CH:18]=[CH:17][CH:16]=1)=[O:12]>O>[C:11]([NH:1][C@H:2]([C:5]([OH:7])=[O:6])[CH2:3][OH:4])([O:13][CH2:14][C:15]1[CH:20]=[CH:19][CH:18]=[CH:17][CH:16]=1)=[O:12] |f:1.2|. Reported procedure: L-Serine (20.00 g, 190.3 mmol) was dissolved in water, and aqueous sodium hydroxide was added to adjust the pH of the solution to about 8.5 while maintaining the temperature at about 25° C. Benzyl chloroformate (36.0 g, 211.0 mmol) was added while the pH was maintained between 8.3 and 8.5 by the addition of aqueous sodium hydroxide and the temperature was maintained at about 30° C. The mixture was stirred for about 2 hours. The reaction mixture was extracted with methylene chloride. The phases w...